From a dataset of the Open Reaction Database (ORD), a public repository of structured organic reaction records. describe an organic reaction: reactants, conditions, products, and yield The reactants are C([O-])(O)=O.[Na+] (sodium bicarbonate), Cl (hydrochloric acid), OC1=C2CCCCC2=C(C=2OC(=CC(C21)=O)C(=O)OCC)CCC (ethyl 6,7,8,9-tetrahydro-5-hydroxy-4-oxo-10-propyl-4H-naphtho[2,3-b]pyran-2-carboxylate), C([O-])(O)=O.[Na+] (sodium bicarbonate). The solvent is O (water), C(C)O (ethanol). The product is OC1=C2CCCCC2=C(C=2OC(=CC(C21)=O)C(=O)O)CCC (6,7,8,9-tetrahydro-5-hydroxy-4-oxo-10-propyl-4H-naphtho[2,3-b]pyran-2-carboxylic acid). The yield is 81.8%. As a reaction SMILES: [OH:1][C:2]1[C:15]2[C:14](=[O:16])[CH:13]=[C:12]([C:17]([O:19]CC)=[O:18])[O:11][C:10]=2[C:9]([CH2:22][CH2:23][CH3:24])=[C:8]2[C:3]=1[CH2:4][CH2:5][CH2:6][CH2:7]2.C(=O)(O)[O-].[Na+].Cl>C(O)C.O>[OH:1][C:2]1[C:15]2[C:14](=[O:16])[CH:13]=[C:12]([C:17]([OH:19])=[O:18])[O:11][C:10]=2[C:9]([CH2:22][CH2:23][CH3:24])=[C:8]2[C:3]=1[CH2:4][CH2:5][CH2:6][CH2:7]2 |f:1.2|. Reported procedure: A refluxing solution of ethyl 6,7,8,9-tetrahydro-5-hydroxy-4-oxo-10-propyl-4H-naphtho[2,3-b]pyran-2-carboxylate (45.4 g) in ethanol (600 ml) was stirred whilst adding a solution of sodium bicarbonate (11.5 g) in water (300 ml) over 15 minutes. After refluxing a further 4 hours, an additional quantity of sodium bicarbonate solution (1.5 g in 30 ml water) was added and the mixture refluxed for a further 1 hour. The hot solution was acidified with dilute hydrochloric acid and the yellow precipitate... Reactants: C(CC)N=C=O (propyl isocyanate), COC1=CC=C2NC=C(CCN)C2=C1 (5-methoxytryptamine), Cl (hydrochloric acid). The solvent is N1=CC=CC=C1 (pyridine). Run at time 2 hour. Product: COC=1C=C2C(=CNC2=CC1)CCNC(=O)NCCC (N-[2-(5-methoxyindol-3-yl)ethyl]-N'-propylurea). The yield is 85.0%. Reaction SMILES: [CH2:1]([N:4]=[C:5]=[O:6])[CH2:2][CH3:3].[CH3:7][O:8][C:9]1[CH:20]=[C:19]2[C:12]([NH:13][CH:14]=[C:15]2[CH2:16][CH2:17][NH2:18])=[CH:11][CH:10]=1.Cl>N1C=CC=CC=1>[CH3:7][O:8][C:9]1[CH:20]=[C:19]2[C:12](=[CH:11][CH:10]=1)[NH:13][CH:14]=[C:15]2[CH2:16][CH2:17][NH:18][C:5]([NH:4][CH2:1][CH2:2][CH3:3])=[O:6]. Reported procedure: 0.851 g of propyl isocyanate is added to a suspension of 1.902 g of 5-methoxytryptamine in 4 cm3 of pyridine at +5° C. The mixture is stirred at room temperature for 2 hours and then the reaction medium is poured onto ice-water. The mixture is acidified slightly with a lN hydrochloric acid solution. The resulting precipitate is isolated by filtration, washed with water, dried and then recrystallised in toluene, yielding 2.34 g (85%) of N-[2-(5-methoxyindol-3-yl)ethyl]-N'-propylurea. The reactants are COC(=O)c1cnc(Br)s1, CN1CCCC1=O, Cc1[nH]c(C(=O)NC2CCNCC2)c(Cl)c1Cl, Cl. Product: COC(=O)c1cnc(N2CCC(NC(=O)c3[nH]c(C)c(Cl)c3Cl)CC2)s1. As a reaction SMILES: [Br:19][c:20]1[s:21][c:22]([C:25](=[O:26])[O:27][CH3:28])[cH:23][n:24]1.[CH3:29][N:30]1[CH2:31][CH2:32][CH2:33][C:34]1=[O:35].[Cl:2][c:3]1[c:4]([C:10](=[O:11])[NH:12][CH:13]2[CH2:14][CH2:15][NH:16][CH2:17][CH2:18]2)[nH:5][c:6]([CH3:9])[c:7]1[Cl:8].[ClH:1]>>[Cl:2][c:3]1[c:4]([C:10](=[O:11])[NH:12][CH:13]2[CH2:14][CH2:15][N:16]([c:20]3[s:21][c:22]([C:25](=[O:26])[O:27][CH3:28])[cH:23][n:24]3)[CH2:17][CH2:18]2)[nH:5][c:6]([CH3:9])[c:7]1[Cl:8]. Reactants: 80, C(=CC1=CC=CC=C1)/C/1=C/C(=O)OC1=O (styrenemaleic anhydride), [OH-].[Na+] (sodium hydroxide), aqueous solution, N1=C(N)N=C(N)N=C1N (melamine), C=O (formaldehyde), 10, epoxy acrylate, benzoinethyl ether, [OH-].[Na+] (sodium hydroxide). Solvent: O (water). Conditions: temperature 60 celsius, time 15 minute. Yields the product C=O.N1=C(N)N=C(N)N=C1N (melamine-formaldehyde). RXN SMILES: C(C1=C[C:11](OC1=O)=[O:12])=CC1C=CC=CC=1.[OH-].[Na+].[N:18]1[C:25]([NH2:26])=[N:24][C:22]([NH2:23])=[N:21][C:19]=1[NH2:20].C=O>O>[CH2:11]=[O:12].[N:18]1[C:25]([NH2:26])=[N:24][C:22]([NH2:23])=[N:21][C:19]=1[NH2:20] |f:1.2,6.7|. Reported procedure: A photosetting microcapsule dispersion was prepared in the following way. A mixture consisting of 80 parts of an epoxy acrylate photosetting resin (trade name "Ripoxy" available from Showa Kobunshi Co., Ltd.) and 0.2 part of benzoinethyl ether was emulsified in 100 parts of a 5% aqueous solution (pH 4.0) of a styrenemaleic anhydride copolymer and a small quantity of sodium hydroxide. On the other hand, a mixture composed of 10 parts of melamine, 25 parts of a 37% formaldehyde solution and 65 par...